The task is: describe an organic reaction: reactants, conditions, products, and yield. This data is from the Open Reaction Database (ORD), a public repository of structured organic reaction records. Starting materials: BrC1=CC=C(C=C1)C(C1=CC(=CC=C1)O[Si](C)(C)C(C)(C)C)Cl (α-(4-bromophenyl)-3-(tert-butyldimethylsilyloxy)benzyl chloride), C[C@@H]1NC[C@H](NC1)C (trans-2,5-dimethylpiperazine). The solvent is C1(=CC=CC=C1)C (toluene). The product is BrC1=CC=C(C(C2=CC(=CC=C2)O[Si](C)(C)C(C)(C)C)N2[C@H](CN[C@@H](C2)C)C)C=C1 ((±)-trans-1-(4-bromo-α-(3-(tert-butyldimethylsilyloxy)phenyl)benzyl)-2,5-dimethylpiperazine). Isolated yield 62.0%. As a reaction SMILES: [Br:1][C:2]1[CH:7]=[CH:6][C:5]([CH:8](Cl)[C:9]2[CH:14]=[CH:13][CH:12]=[C:11]([O:15][Si:16]([C:19]([CH3:22])([CH3:21])[CH3:20])([CH3:18])[CH3:17])[CH:10]=2)=[CH:4][CH:3]=1.[CH3:24][C@H:25]1[CH2:30][NH:29][C@H:28]([CH3:31])[CH2:27][NH:26]1>C1(C)C=CC=CC=1>[Br:1][C:2]1[CH:7]=[CH:6][C:5]([CH:8]([N:26]2[CH2:27][C@@H:28]([CH3:31])[NH:29][CH2:30][C@@H:25]2[CH3:24])[C:9]2[CH:14]=[CH:13][CH:12]=[C:11]([O:15][Si:16]([C:19]([CH3:22])([CH3:21])[CH3:20])([CH3:18])[CH3:17])[CH:10]=2)=[CH:4][CH:3]=1. Procedure details: The crude benzhydryl chloride (approx. 135 mmol) was combined with 46.3 g (405 mmol) of trans-2,5-dimethylpiperazine (purified by recrystallization from toluene to mp=115°-119° C.) and 30 mL of toluene and heated at reflux overnight under nitrogen. The toluene was removed under vacuum, and the residue was redissolved in 2000 mL of diethyl ether and washed with 500 mL of 1.0M sodium hydroxide and 1000 mL of water. The ether solution was dried over sodium sulfate and the solvent removed to give a ... Starting materials: BrC1=CN=C(S1)N1CCC(CC1)(N1CCCC1)CCOC=1C=C(C=C(C1)Cl)CC(=O)O ([3-[2-[1-(5-bromothiazole-2-yl)-4-pyrrolidine-1-ylpiperidine-4-yl]ethoxy]-5-chlorophenyl]acetic acid), FC=1C=C(C=CC1)B(O)O (3-fluorophenyl boronic acid), C([O-])([O-])=O.[Na+].[Na+] (sodium carbonate). Reagents/catalysts: [Pd].C1(=CC=CC=C1)P(C1=CC=CC=C1)C1=CC=CC=C1.C1(=CC=CC=C1)P(C1=CC=CC=C1)C1=CC=CC=C1.C1(=CC=CC=C1)P(C1=CC=CC=C1)C1=CC=CC=C1.C1(=CC=CC=C1)P(C1=CC=CC=C1)C1=CC=CC=C1 (tetrakis (triphenylphosphine) palladium). Solvent: CN(C=O)C (dimethylformamide). The product is ClC=1C=C(C=C(C1)OCCC1(CCN(CC1)C=1SC(=CN1)C1=CC(=CC=C1)F)N1CCCC1)CC(=O)O ([3-chloro-5-[2-[1-[5-(3-fluorophenyl)thiazole-2-yl]-4-pyrrolidine-1-ylpiperidine-4-yl]ethoxy]phenyl]acetic acid). The yield is 23.3%. Reaction SMILES: Br[C:2]1[S:6][C:5]([N:7]2[CH2:12][CH2:11][C:10]([CH2:18][CH2:19][O:20][C:21]3[CH:22]=[C:23]([CH2:28][C:29]([OH:31])=[O:30])[CH:24]=[C:25]([Cl:27])[CH:26]=3)([N:13]3[CH2:17][CH2:16][CH2:15][CH2:14]3)[CH2:9][CH2:8]2)=[N:4][CH:3]=1.[F:32][C:33]1[CH:34]=[C:35](B(O)O)[CH:36]=[CH:37][CH:38]=1.C(=O)([O-])[O-].[Na+].[Na+]>[Pd].C1(P(C2C=CC=CC=2)C2C=CC=CC=2)C=CC=CC=1.C1(P(C2C=CC=CC=2)C2C=CC=CC=2)C=CC=CC=1.C1(P(C2C=CC=CC=2)C2C=CC=CC=2)C=CC=CC=1.C1(P(C2C=CC=CC=2)C2C=CC=CC=2)C=CC=CC=1.CN(C)C=O>[Cl:27][C:25]1[CH:24]=[C:23]([CH2:28][C:29]([OH:31])=[O:30])[CH:22]=[C:21]([O:20][CH2:19][CH2:18][C:10]2([N:13]3[CH2:17][CH2:16][CH2:15][CH2:14]3)[CH2:11][CH2:12][N:7]([C:5]3[S:6][C:2]([C:37]4[CH:36]=[CH:35][CH:34]=[C:33]([F:32])[CH:38]=4)=[CH:3][N:4]=3)[CH2:8][CH2:9]2)[CH:26]=1 |f:2.3.4,5.6.7.8.9|. Procedure details: A mixture of [3-[2-[1-(5-bromothiazole-2-yl)-4-pyrrolidine-1-ylpiperidine-4-yl]ethoxy]-5-chlorophenyl]acetic acid (60 mg), 3-fluorophenyl boronic acid (32 mg), tetrakis (triphenylphosphine) palladium (13 mg), 1M sodium carbonate (0.55 mL) and dimethylformamide (1 mL) was reacted with a microwave reaction device at 180° C. for 5 minutes. The insoluble material was filtrated. To the filtrate was added formic acid. The solvent was evaporated under reduced pressure and the residue was purified by hi...